describe an organic reaction: reactants, conditions, products, and yield From a dataset of the Open Reaction Database (ORD), a public repository of structured organic reaction records. Starting materials: CCCCc1nc(Cl)c(CO)n1Cc1ccc(-c2ccccc2-c2nnn[nH]2)cc1, CN(C)c1ccncc1, O=C(CCCO[N+](=O)[O-])Oc1c(F)c(F)c(F)c(F)c1F, CN(C)C=O. Product: CCCCc1nc(Cl)c(COC(=O)CCCO[N+](=O)[O-])n1Cc1ccc(-c2ccccc2-c2nnn[nH]2)cc1. As a reaction SMILES: [CH2:1]([CH2:2][CH2:3][CH3:4])[c:5]1[n:6]([CH2:13][c:14]2[cH:15][cH:16][c:17](-[c:20]3[c:21](-[c:26]4[n:27][n:28][n:29][nH:30]4)[cH:22][cH:23][cH:24][cH:25]3)[cH:18][cH:19]2)[c:7]([CH2:11][OH:12])[c:8]([Cl:10])[n:9]1.[CH3:52][N:53]([c:54]1[cH:55][cH:56][n:57][cH:58][cH:59]1)[CH3:60].[F:31][c:32]1[c:33]([O:38][C:39](=[O:34])[CH2:40][CH2:41][CH2:42][O:43][N+:44](=[O:45])[O-:46])[c:35]([F:36])[c:37]([F:47])[c:48]([F:49])[c:50]1[F:51].[O:61]=[CH:62][N:63]([CH3:64])[CH3:65]>>[CH2:1]([CH2:2][CH2:3][CH3:4])[c:5]1[n:6]([CH2:13][c:14]2[cH:15][cH:16][c:17](-[c:20]3[c:21](-[c:26]4[n:27][n:28][n:29][nH:30]4)[cH:22][cH:23][cH:24][cH:25]3)[cH:18][cH:19]2)[c:7]([CH2:11][O:12][C:39](=[O:38])[CH2:40][CH2:41][CH2:42][O:43][N+:44](=[O:45])[O-:46])[c:8]([Cl:10])[n:9]1. Starting materials: C(C)(C)S(=O)(=O)Cl (isopropylsulfonyl chloride), Cl (HCl), C1CCC2=NCCCN2CC1 (DBU), C(C)OC(=O)C=1C=NN(C1N)C1=CC=C(C=C1)Br (5-amino-1-(4-bromo-phenyl)-1H-pyrazole-4-carboxylic acid ethyl ester), C(C)(C)S(=O)(=O)Cl (isopropylsulfonyl chloride). The solvent is ClCCl (dichloromethane). Run at temperature 0 celsius, time 15 minute. Yields the product C(C)OC(=O)C=1C=NN(C1NS(=O)(=O)C(C)C)C1=CC=C(C=C1)Br (1-(4-Bromo-phenyl)5-(propane-2-sulfonylamino)-1H-pyrazole-4-carboxylic acid ethyl ester). Yield: 72.7%. As a reaction SMILES: C1CCN2C(=NCCC2)CC1.[CH2:12]([O:14][C:15]([C:17]1[CH:18]=[N:19][N:20]([C:23]2[CH:28]=[CH:27][C:26]([Br:29])=[CH:25][CH:24]=2)[C:21]=1[NH2:22])=[O:16])[CH3:13].[CH:30]([S:33](Cl)(=[O:35])=[O:34])([CH3:32])[CH3:31].Cl>ClCCl>[CH2:12]([O:14][C:15]([C:17]1[CH:18]=[N:19][N:20]([C:23]2[CH:24]=[CH:25][C:26]([Br:29])=[CH:27][CH:28]=2)[C:21]=1[NH:22][S:33]([CH:30]([CH3:32])[CH3:31])(=[O:35])=[O:34])=[O:16])[CH3:13]. Procedure: Add DBU (5.14 mL, 33.69 mmol) to a solution of 5-amino-1-(4-bromo-phenyl)-1H-pyrazole-4-carboxylic acid ethyl ester (2.612 g, 8.42 mmol) in dichloromethane (25 mL) at 0° C. Stir for 15 min. at 0° C. and then add isopropylsulfonyl chloride (1.94 mL, 16.84 mmol). Immerse the mixture into a pre-heated oil bath (50° C.). After stirring for 5 min., add additional isopropylsulfonyl chloride (0.97 mL, 8.42 mmol). Stir overnight at 50° C. Add 1.0M HCl (aq) until pH 5, wash with water (2×50 mL), dry over... The reactants are C(C1=CC=CC=C1)OC=1C=C(C=CC1)[C@H](C(C(=O)OC(C)(C)C)C(=O)OC)NC(=O)OC(C)(C)C (tert-butyl methyl 2-{(1S)-[3-(benzyloxy)phenyl][(tert-butoxycarbonyl)amino]methyl}propanedioate), C(O)([O-])=O.[Na+] (sodium hydrogen carbonate). Solvent: C(=O)O (formic acid). Conditions: time 20 hour. Product: N[C@@H](C(C(=O)OC(C)(C)C)C(=O)OC)C1=CC(=CC=C1)OCC1=CC=CC=C1 (tert-butyl methyl 2-{(1S)-amino[3-(benzyloxy)phenyl]methyl}propanedioate). Isolated yield 81.6%. As a reaction SMILES: [CH2:1]([O:8][C:9]1[CH:10]=[C:11]([C@@H:15]([NH:28]C(OC(C)(C)C)=O)[CH:16]([C:24]([O:26][CH3:27])=[O:25])[C:17]([O:19][C:20]([CH3:23])([CH3:22])[CH3:21])=[O:18])[CH:12]=[CH:13][CH:14]=1)[C:2]1[CH:7]=[CH:6][CH:5]=[CH:4][CH:3]=1.C(=O)([O-])O.[Na+]>C(O)=O>[NH2:28][C@H:15]([C:11]1[CH:12]=[CH:13][CH:14]=[C:9]([O:8][CH2:1][C:2]2[CH:7]=[CH:6][CH:5]=[CH:4][CH:3]=2)[CH:10]=1)[CH:16]([C:24]([O:26][CH3:27])=[O:25])[C:17]([O:19][C:20]([CH3:23])([CH3:22])[CH3:21])=[O:18] |f:1.2|. Procedure: To tert-butyl methyl 2-{(1S)-[3-(benzyloxy)phenyl][(tert-butoxycarbonyl)amino]methyl}propanedioate (600 mg, 1.24 mmol) was added 0° C. cold formic acid (13.8 mL) and the solution was stored at 5° C. for 20 hours. Ice was added and pH was adjusted to 8 by addition of aqueous sodium hydrogen carbonate solution. The aqueous phase was extracted with ethyl acetate. The combined extracts were washed with aqueous sodium hydrogen carbonate solution and brine and dried over sodium sulfate. Concentration ... The reactants are COC(=O)C(CCCCNC(=O)OCc1ccccc1)NC(=O)C(N)CSCc1ccccc1, COc1ccc(CSCC(C)(C)C(=O)O)cc1, Cl. Yields the product COC(=O)C(CCCCNC(=O)OCc1ccccc1)NC(=O)C(CSCc1ccccc1)NC(=O)C(C)(C)CSCc1ccc(OC)cc1. As a reaction SMILES: [CH3:2][O:3][C:4]([CH:5]([NH:6][C:7]([CH:8]([NH2:9])[CH2:10][S:11][CH2:12][c:13]1[cH:14][cH:15][cH:16][cH:17][cH:18]1)=[O:19])[CH2:20][CH2:21][CH2:22][CH2:23][NH:24][C:25](=[O:26])[O:27][CH2:28][c:29]1[cH:30][cH:31][cH:32][cH:33][cH:34]1)=[O:35].[CH3:36][C:37]([C:38](=[O:39])[OH:40])([CH2:41][S:42][CH2:43][c:44]1[cH:45][cH:46][c:47]([O:50][CH3:51])[cH:48][cH:49]1)[CH3:52].[ClH:1]>>[CH3:2][O:3][C:4]([CH:5]([NH:6][C:7]([CH:8]([NH:9][C:38]([C:37]([CH3:36])([CH2:41][S:42][CH2:43][c:44]1[cH:45][cH:46][c:47]([O:50][CH3:51])[cH:48][cH:49]1)[CH3:52])=[O:39])[CH2:10][S:11][CH2:12][c:13]1[cH:14][cH:15][cH:16][cH:17][cH:18]1)=[O:19])[CH2:20][CH2:21][CH2:22][CH2:23][NH:24][C:25](=[O:26])[O:27][CH2:28][c:29]1[cH:30][cH:31][cH:32][cH:33][cH:34]1)=[O:35]. Starting materials: C(C)(C)(C)OC(=O)N(C1=CC=C(COC2=C(C=CC=C2)CC(=O)OC)C=C1)CC=1N=C(OC1C)C1=CC=CC=C1 (methyl 2-[2-[4-[(t-butoxycarbonyl)[(5-methyl-2-phenyl-4-oxazolyl)methyl]amino]benzyloxy]phenyl]acetate), O1CCCC1 (tetrahydrofuran), Cl (Hydrochloric acid), [OH-].[Na+] (sodium hydroxide). The solvent is CO (methanol), O (water). Reaction conditions: temperature 50 celsius, time 1 hour. Product: C(C)(C)(C)OC(=O)N(C1=CC=C(COC2=C(C=CC=C2)CC(=O)O)C=C1)CC=1N=C(OC1C)C1=CC=CC=C1 (2-[2-[4-[(t-butoxycarbonyl)[(5-methyl-2-phenyl-4-oxazolyl)methyl]amino]benzyloxy]phenyl]acetic acid), compound. Isolated yield 66.0%. As a reaction SMILES: [C:1]([O:5][C:6]([N:8]([CH2:28][C:29]1[N:30]=[C:31]([C:35]2[CH:40]=[CH:39][CH:38]=[CH:37][CH:36]=2)[O:32][C:33]=1[CH3:34])[C:9]1[CH:27]=[CH:26][C:12]([CH2:13][O:14][C:15]2[CH:20]=[CH:19][CH:18]=[CH:17][C:16]=2[CH2:21][C:22]([O:24]C)=[O:23])=[CH:11][CH:10]=1)=[O:7])([CH3:4])([CH3:3])[CH3:2].O1CCCC1.[OH-].[Na+].Cl>O.CO>[C:1]([O:5][C:6]([N:8]([CH2:28][C:29]1[N:30]=[C:31]([C:35]2[CH:36]=[CH:37][CH:38]=[CH:39][CH:40]=2)[O:32][C:33]=1[CH3:34])[C:9]1[CH:27]=[CH:26][C:12]([CH2:13][O:14][C:15]2[CH:20]=[CH:19][CH:18]=[CH:17][C:16]=2[CH2:21][C:22]([OH:24])=[O:23])=[CH:11][CH:10]=1)=[O:7])([CH3:4])([CH3:2])[CH3:3] |f:2.3|. Procedure details: To a mixture of methyl 2-[2-[4-[(t-butoxycarbonyl)[(5-methyl-2-phenyl-4-oxazolyl)methyl]amino]benzyloxy]phenyl]acetate (0.30 g), tetrahydrofuran (1.0 mL) and methanol (1.0 mL) was added a 1N aqueous sodium hydroxide solution (1.0 mL) and the mixture was stirred at 50° C. for 1 hr. 1N Hydrochloric acid (1.0 mL) and water were added to the reaction mixture and the mixture was extracted with ethyl acetate. The organic layer was washed with saturated brine, dried over anhydrous magnesium sulfate and... Reactants: FC1=CC=C(C=C1)N1N=CC2=C1C=C1CCN(C[C@]1(C2)C(=O)OC)S(=O)(=O)C2=CC(=C(C(=C2)F)F)F ((R)-methyl 1-(4-fluorophenyl)-6-((3,4,5-trifluorophenyl)sulfonyl)-4,4a,5,6,7,8-hexahydro-1H-pyrazolo[3,4-g]isoquinoline-4a-carboxylate), [H-].C(C(C)C)[Al+]CC(C)C (diisobutyl aluminium hydride), O (Water). Run in ClCCl (dichloromethane). Yields the product FC1=CC=C(C=C1)N1N=CC2=C1C=C1CCN(C[C@]1(C2)CO)S(=O)(=O)C2=CC(=C(C(=C2)F)F)F ((R)-(1-(4-fluorophenyl)-6-((3,4,5-trifluorophenyl)sulfonyl)-4,4a,5,6,7,8-hexahydro-1H-pyrazolo[3,4-g]isoquinolin-4a-yl)methanol). Yield: 71.8%. Run at temperature -78 celsius, time 1 hour. Reaction SMILES: [F:1][C:2]1[CH:7]=[CH:6][C:5]([N:8]2[C:12]3[CH:13]=[C:14]4[C@:19]([C:21](OC)=[O:22])([CH2:20][C:11]=3[CH:10]=[N:9]2)[CH2:18][N:17]([S:25]([C:28]2[CH:33]=[C:32]([F:34])[C:31]([F:35])=[C:30]([F:36])[CH:29]=2)(=[O:27])=[O:26])[CH2:16][CH2:15]4)=[CH:4][CH:3]=1.[H-].C([Al+]CC(C)C)C(C)C.O>ClCCl>[F:1][C:2]1[CH:3]=[CH:4][C:5]([N:8]2[C:12]3[CH:13]=[C:14]4[C@:19]([CH2:21][OH:22])([CH2:20][C:11]=3[CH:10]=[N:9]2)[CH2:18][N:17]([S:25]([C:28]2[CH:29]=[C:30]([F:36])[C:31]([F:35])=[C:32]([F:34])[CH:33]=2)(=[O:27])=[O:26])[CH2:16][CH2:15]4)=[CH:6][CH:7]=1 |f:1.2|. Reported procedure: To a solution of (R)-methyl 1-(4-fluorophenyl)-6-((3,4,5-trifluorophenyl)sulfonyl)-4,4a,5,6,7,8-hexahydro-1H-pyrazolo[3,4-g]isoquinoline-4a-carboxylate (1.0 g, 1.918 mmol) in anhydrous dichloromethane (30 mL) at −78° C. under a nitrogen atmosphere was added diisobutyl aluminium hydride (DIBAL-H) (1 M in Heptane) (7.67 ml, 7.67 mmol) dropwise over 10 minutes. The reaction mixture was stirred at −78° C. for 1 hour. Water (10 mL) was then added and the reaction mixture stirred at −78° C. for 5 minu... RXN SMILES: [CH3:1][CH2:2][CH2:3][CH2:4][CH2:5][CH2:6][CH2:7][CH2:8][CH2:9][CH2:10][CH2:11][CH2:12][CH2:13][CH2:14][CH2:15][CH2:16][CH2:17][C:18]([O:20][CH2:21][CH:22]([O:44][C:45]([CH2:47][CH2:48][CH2:49][CH2:50][CH2:51][CH2:52][CH2:53][CH2:54][CH2:55][CH2:56][CH2:57][CH2:58][CH2:59][CH2:60][CH2:61][CH2:62][CH3:63])=[O:46])[CH2:23][O:24][C:25]([CH2:27][CH2:28][CH2:29][CH2:30][CH2:31][CH2:32][CH2:33][CH2:34][CH2:35][CH2:36][CH2:37][CH2:38][CH2:39][CH2:40][CH2:41][CH2:42][CH3:43])=[O:26])=[O:19].C(O)(=O)CCCCCCC/C=C\CCCCCCCC.C(O)(=O)CCCCCCCCCCCCCCCCC.C(O)(=O)CCCCCCCCCCCCCCC>>[CH3:43][CH2:42][CH2:41][CH2:40][CH2:39][CH2:38][CH2:37][CH2:36]/[CH:35]=[CH:34]\[CH2:33][CH2:32][CH2:31][CH2:30][CH2:29][CH2:28][CH2:27][C:25]([O:24][CH2:23][CH:22]([CH2:21][O:20][C:18]([CH2:17][CH2:16][CH2:15][CH2:14][CH2:13][CH2:12][CH2:11]/[CH:10]=[CH:9]\[CH2:8][CH2:7][CH2:6][CH2:5][CH2:4][CH2:3][CH2:2][CH3:1])=[O:19])[O:44][C:45]([CH2:47][CH2:48][CH2:49][CH2:50][CH2:51][CH2:52][CH2:53]/[CH:54]=[CH:55]\[CH2:56][CH2:57][CH2:58][CH2:59][CH2:60][CH2:61][CH2:62][CH3:63])=[O:46])=[O:26]. Product: CCCCCCCC/C=C\CCCCCCCC(=O)OCC(OC(=O)CCCCCCC/C=C\CCCCCCCC)COC(=O)CCCCCCC/C=C\CCCCCCCC (olein). Reported procedure: The stearin part of transesterified oil can be obtained by transesterifying a raw oil-and-fat containing 10 to 40% by mass of oleic acid, 10 to 40% by mass of stearic acid and 30 to 70% by mass of palmitic acid, and then fractionating it so as to obtain an olein part, and further fractionating the olein part. It is preferable to use a raw oil-and-fat containing 10 to 35% by mass of oleic acid, 15 to 40% by mass of stearic acid and 35 to 65% by mass of palmitic acid, and it is more preferable to ... Reactants: C(CCCCCCC\C=C/CCCCCCCC)(=O)O (oleic acid), C(CCCCCCCCCCCCCCCCC)(=O)O (stearic acid), C(CCCCCCCCCCCCCCC)(=O)O (palmitic acid), CCCCCCCCCCCCCCCCCC(=O)OCC(COC(=O)CCCCCCCCCCCCCCCCC)OC(=O)CCCCCCCCCCCCCCCCC (stearin).